From a dataset of the Open Reaction Database (ORD), a public repository of structured organic reaction records. describe an organic reaction: reactants, conditions, products, and yield The reactants are CN(C)C=O (DMF), ClC=1C(=NC=C(C1CCl)Cl)N (3,5-dichloro-4-(chloromethyl)-2-pyridinamine), C1(=CC=CC=C1)O (phenol), [H-].[Na+] (sodium hydride). Solvent: O (water), C1CCOC1 (THF). Reaction conditions: temperature 60 celsius. Product: [O-]C1=CC=CC=C1.[Na+] (Sodium phenoxide), ClC=1C(=NC=C(C1COC1=CC=CC=C1)Cl)N (3,5-Dichloro-4-(phenoxymethyl)-2-pyridinamine). Isolated yield 83.3%. As a reaction SMILES: [C:1]1([OH:7])[CH:6]=[CH:5][CH:4]=[CH:3][CH:2]=1.[H-].[Na+:9].CN(C=O)C.[Cl:15][C:16]1[C:17]([NH2:25])=[N:18][CH:19]=[C:20]([Cl:24])[C:21]=1[CH2:22]Cl>C1COCC1.O>[O-:7][C:1]1[CH:6]=[CH:5][CH:4]=[CH:3][CH:2]=1.[Na+:9].[Cl:15][C:16]1[C:17]([NH2:25])=[N:18][CH:19]=[C:20]([Cl:24])[C:21]=1[CH2:22][O:7][C:1]1[CH:6]=[CH:5][CH:4]=[CH:3][CH:2]=1 |f:1.2,7.8|. Procedure: Sodium phenoxide was prepared by the reaction of phenol (250 mg, 2.7 mmol) and sodium hydride (60% in oil, 106 mg, 2.7 mmol) in dry THF (15 ml) at RT. The solvent was removed in vacuo and replaced with dry DMF (10 ml), 3,5-dichloro-4-(chloromethyl)-2-pyridinamine (300 mg, 1.2 mmol) was added and the mixture heated to 60° C. for 2.5 h. After cooling to RT, the reaction mixture was diluted with water (15 ml) and extracted with diethyl ether (4×15 ml). The combined ethereal extracts were washed wit... The reactants are ClC1=CC=C(C(=O)NC2=NN(C=C2)CC(=O)O)C=C1 ([3-(4-chloro-benzoylamino)-pyrazol-1-yl]-acetic acid), CN1CCC(CC1)N1CCNCC1 (1-(N-methyl-4-piperidyl)-piperazine). Run in C1CCOC1 (THF). Product: ClC1=CC=C(C(=O)NC2=NN(C=C2)CC(=O)N2CCN(CC2)C2CCN(CC2)C)C=C1 (4-chloro-N-(1-{2-[4-(1-methyl-piperidin-4-yl)-piperazin-1-yl]-2-oxo-ethyl}-1H-pyrazol-3-yl)-benzamide). As a reaction SMILES: [Cl:1][C:2]1[CH:19]=[CH:18][C:5]([C:6]([NH:8][C:9]2[CH:13]=[CH:12][N:11]([CH2:14][C:15]([OH:17])=O)[N:10]=2)=[O:7])=[CH:4][CH:3]=1.[CH3:20][N:21]1[CH2:26][CH2:25][CH:24]([N:27]2[CH2:32][CH2:31][NH:30][CH2:29][CH2:28]2)[CH2:23][CH2:22]1>C1COCC1>[Cl:1][C:2]1[CH:3]=[CH:4][C:5]([C:6]([NH:8][C:9]2[CH:13]=[CH:12][N:11]([CH2:14][C:15]([N:30]3[CH2:29][CH2:28][N:27]([CH:24]4[CH2:25][CH2:26][N:21]([CH3:20])[CH2:22][CH2:23]4)[CH2:32][CH2:31]3)=[O:17])[N:10]=2)=[O:7])=[CH:18][CH:19]=1. Reported procedure: Using general method A, using THF instead of DMF as solvent, [3-(4-chloro-benzoylamino)-pyrazol-1-yl]-acetic acid (example 59.2) was reacted with 1-(N-methyl-4-piperidyl)-piperazine to give 4-chloro-N-(1-{2-[4-(1-methyl-piperidin-4-yl)-piperazin-1-yl]-2-oxo-ethyl}-1H-pyrazol-3-yl)-benzamide. Off-white solid. MS 445.4 ([M+H]+) The reactants are BrC1=C(OC2CCN(CC2)C2=NOC(=N2)C=2C=NNC2)C=C(C=C1)F (4-(2-bromo-5-fluorophenoxy)-1-[5-(1H-pyrazol-4-yl)-1,2,4-oxadiazol-3-yl]piperidine), [H-].[Na+] (sodium hydride), BrCC(=O)OCC (ethyl bromoacetate). Product: BrC1=C(OC2CCN(CC2)C2=NOC(=N2)C=2C=NN(C2)CC(=O)OCC)C=C(C=C1)F (Ethyl (4-{3-[4-(2-bromo-5-fluorophenoxy)piperidin-1-yl]-1,2,4-oxadiazol-5-yl}-1H-pyrazol-1-yl)acetate). RXN SMILES: [Br:1][C:2]1[CH:24]=[CH:23][C:22]([F:25])=[CH:21][C:3]=1[O:4][CH:5]1[CH2:10][CH2:9][N:8]([C:11]2[N:15]=[C:14]([C:16]3[CH:17]=[N:18][NH:19][CH:20]=3)[O:13][N:12]=2)[CH2:7][CH2:6]1.[H-].[Na+].Br[CH2:29][C:30]([O:32][CH2:33][CH3:34])=[O:31]>>[Br:1][C:2]1[CH:24]=[CH:23][C:22]([F:25])=[CH:21][C:3]=1[O:4][CH:5]1[CH2:10][CH2:9][N:8]([C:11]2[N:15]=[C:14]([C:16]3[CH:17]=[N:18][N:19]([CH2:29][C:30]([O:32][CH2:33][CH3:34])=[O:31])[CH:20]=3)[O:13][N:12]=2)[CH2:7][CH2:6]1 |f:1.2|. Procedure: The title compound was prepared in a similar manner as described in Example 7 (step 4) from 4-(2-bromo-5-fluorophenoxy)-1-[5-(1H-pyrazol-4-yl)-1,2,4-oxadiazol-3-yl]piperidine, sodium hydride and ethyl bromoacetate. Starting materials: O=c1cc(OCc2ccccc2)ccn1Cc1cccc(F)c1, CC#N, O=C1CCC(=O)N1I. The product is O=c1c(I)c(OCc2ccccc2)ccn1Cc1cccc(F)c1. Reaction SMILES: [CH2:1]([c:2]1[cH:3][cH:4][cH:5][cH:6][cH:7]1)[O:8][c:9]1[cH:10][c:11](=[O:23])[n:12]([CH2:15][c:16]2[cH:17][c:18]([F:22])[cH:19][cH:20][cH:21]2)[cH:13][cH:14]1.[CH3:32][C:33]#[N:34].[I:24][N:25]1[C:26](=[O:27])[CH2:28][CH2:29][C:30]1=[O:31]>>[CH2:1]([c:2]1[cH:3][cH:4][cH:5][cH:6][cH:7]1)[O:8][c:9]1[c:10]([I:24])[c:11](=[O:23])[n:12]([CH2:15][c:16]2[cH:17][c:18]([F:22])[cH:19][cH:20][cH:21]2)[cH:13][cH:14]1. Reactants: CCCCC (pentane), solution, [Cl-].[NH4+] (ammonium chloride), CC(C)(C)N(C([O-])=O)C1=CC(=CC(=C1)F)Cl (1,1-dimethylethyl(3-chloro-5-fluorophenyl)carbamate), [Li]C(C)(C)C (tBuLi), COC(=O)Cl (methylchloroformate). Run in O1CCCC1 (tetrahydrofuran). The product is ClC1=CC(=C(C(=O)OC)C(=C1)F)NC(=O)OC(C)(C)C (methyl 4-chloro-2-({[(1,1-dimethylethyl)oxy]carbonyl}amino)-6-fluorobenzoate), CC(C)(C)N(C([O-])=O)C1=C(C(=CC(=C1)Cl)F)C(C(C)(C)C)=O (1,1-dimethylethyl[5-chloro-2-(2,2-dimethylpropanoyl)-3-fluorophenyl]carbamate). Reaction SMILES: [CH3:1][C:2]([N:5]([C:9]1[CH:14]=[C:13]([F:15])[CH:12]=[C:11]([Cl:16])[CH:10]=1)[C:6](=[O:8])[O-:7])([CH3:4])[CH3:3].[Li][C:18]([CH3:21])([CH3:20])[CH3:19].CCCCC.[CH3:27][O:28][C:29](Cl)=[O:30].[Cl-].[NH4+]>O1CCCC1>[Cl:16][C:11]1[CH:12]=[C:13]([F:15])[C:14]([C:29]([O:28][CH3:27])=[O:30])=[C:9]([NH:5][C:6]([O:7][C:18]([CH3:21])([CH3:20])[CH3:19])=[O:8])[CH:10]=1.[CH3:4][C:2]([N:5]([C:9]1[CH:10]=[C:11]([Cl:16])[CH:12]=[C:13]([F:15])[C:14]=1[C:29](=[O:30])[C:18]([CH3:21])([CH3:20])[CH3:19])[C:6](=[O:7])[O-:8])([CH3:1])[CH3:3] |f:4.5|. Procedure details: To a solution of 1,1-dimethylethyl(3-chloro-5-fluorophenyl)carbamate (7.34 g, 30 mmol) in tetrahydrofuran (200 mL, Aldrich) at −78° C. was slowly added tBuLi as a 1.7M solution in pentane (46 mL, 78 mmol, 2.6 equiv.). The resulting bright yellow solution was maintained at −78° C. for 3 hours, at which time methylchloroformate (3.02 mL, 39 mmol, Fluka) was added dropwise. After 45 minutes aqueous ammonium chloride (100 mL) was added and the reaction was warmed to room temperature. The organic lay... Yields the product BrC1=CC(=C(C=C1)N1C(C=C(C=C1C)OCC1=C(C=C(C=C1)F)F)=O)C (1-(4-bromo-2-methylphenyl)-4-[(2,4-difluorobenzyl)oxy]-6-methylpyridin-2(1H)-one). Reported procedure: 1-(4-bromo-2-methylphenyl)-4-hydroxy-6-methylpyridin-2(1H)-one (7.35 g, 25.0 mmol) was dissolved in DMF (15 mL) and stirred with potassium carbonate (4.14 g, 30.0 mmol) and 2,4 difluorobenzyl bromide (3.21 ml (25.0 mmol) at room temperature for 2 hours. The reaction was worked up by pouring in to 300 ml ice water under continuous stirring. A white precipitate was obtained which was isolated by filtering and further purified by triturating with ether to give 3.06 g (29%) of the desired product. 1... As a reaction SMILES: [Br:1][C:2]1[CH:7]=[CH:6][C:5]([N:8]2[C:13]([CH3:14])=[CH:12][C:11]([OH:15])=[CH:10][C:9]2=[O:16])=[C:4]([CH3:17])[CH:3]=1.C(=O)([O-])[O-].[K+].[K+].[F:24][C:25]1[CH:32]=[C:31]([F:33])[CH:30]=[CH:29][C:26]=1[CH2:27]Br>CN(C=O)C>[Br:1][C:2]1[CH:7]=[CH:6][C:5]([N:8]2[C:13]([CH3:14])=[CH:12][C:11]([O:15][CH2:27][C:26]3[CH:29]=[CH:30][C:31]([F:33])=[CH:32][C:25]=3[F:24])=[CH:10][C:9]2=[O:16])=[C:4]([CH3:17])[CH:3]=1 |f:1.2.3|. The reactants are ice water, C([O-])([O-])=O.[K+].[K+] (potassium carbonate), FC1=C(CBr)C=CC(=C1)F (2,4 difluorobenzyl bromide), BrC1=CC(=C(C=C1)N1C(C=C(C=C1C)O)=O)C (1-(4-bromo-2-methylphenyl)-4-hydroxy-6-methylpyridin-2(1H)-one). Yield: 29.0%. Solvent: CN(C)C=O (DMF). Reactants: C1CCOC1, OCc1ccc(CCl)cc1, CC(C)(C)OC(=O)C(CCC(N)=O)N1Cc2c(O)cccc2C1=O, CC(C)OC(=O)N=NC(=O)OC(C)C, c1ccc(P(c2ccccc2)c2ccccc2)cc1. Yields the product CC(C)(C)OC(=O)C(CCC(N)=O)N1Cc2c(OCc3ccc(CCl)cc3)cccc2C1=O. RXN SMILES: [CH2:44]1[O:45][CH2:46][CH2:47][CH2:48]1.[Cl:63][CH2:64][c:65]1[cH:66][cH:67][c:68]([CH2:71][OH:72])[cH:69][cH:70]1.[NH2:1][C:2]([CH2:3][CH2:4][CH:5]([C:6](=[O:7])[O:8][C:9]([CH3:10])([CH3:11])[CH3:12])[N:13]1[C:14](=[O:23])[c:15]2[cH:16][cH:17][cH:18][c:19]([OH:22])[c:20]2[CH2:21]1)=[O:24].[O:49]=[C:50]([O:51][CH:52]([CH3:53])[CH3:54])[N:55]=[N:56][C:57]([O:58][CH:59]([CH3:60])[CH3:61])=[O:62].[c:25]1([P:26]([c:27]2[cH:28][cH:29][cH:30][cH:31][cH:32]2)[c:33]2[cH:34][cH:35][cH:36][cH:37][cH:38]2)[cH:39][cH:40][cH:41][cH:42][cH:43]1>>[NH2:1][C:2]([CH2:3][CH2:4][CH:5]([C:6](=[O:7])[O:8][C:9]([CH3:10])([CH3:11])[CH3:12])[N:13]1[C:14](=[O:23])[c:15]2[cH:16][cH:17][cH:18][c:19]([O:22][CH2:71][c:68]3[cH:67][cH:66][c:65]([CH2:64][Cl:63])[cH:70][cH:69]3)[c:20]2[CH2:21]1)=[O:24]. Reactants: COC(C(CC1=C(C=C(C=C1)Cl)Cl)=NOC)=O (3-(2,4-dichloro-phenyl)-2-(methoxyimino)-propionic acid methyl ester), [BH4-].[Na+] (sodium borohydride), c-hexane ethyl acetate. The solvent is Cl (hydrochloric acid), C(C)OCC (diethyl ether). Run at temperature 0 celsius, time 2 hour. The product is CON=C(CC1=C(C=C(C=C1)Cl)Cl)CO (1-(2,4-dichloro-phenyl)-3-hydroxy-propan-2-one O-methyl-oxime). The yield is 29.1%. RXN SMILES: C[O:2][C:3](=O)[C:4](=[N:14][O:15][CH3:16])[CH2:5][C:6]1[CH:11]=[CH:10][C:9]([Cl:12])=[CH:8][C:7]=1[Cl:13].[BH4-].[Na+]>C(OCC)C.Cl>[CH3:16][O:15][N:14]=[C:4]([CH2:3][OH:2])[CH2:5][C:6]1[CH:11]=[CH:10][C:9]([Cl:12])=[CH:8][C:7]=1[Cl:13] |f:1.2|. Procedure: To a stirred solution of 3-(2,4-dichloro-phenyl)-2-(methoxyimino)-propionic acid methyl ester (isomers E/Z) (0.25 g; 0.90 mmol) in diethyl ether (4.0 ml) under argon at 0° C., was added portionwise sodium borohydride (0.14 g; 3.6 mmol). The mixture was stirred for 2 hours at 0° C. and allowed to warm up at 20° C. for 16 h. The mixture was poured carefully in 2 N hydrochloric acid (6 ml) and extracted with ethyl acetate (3×5 ml). Combined organics were dried over sodium sulfate and evaporated und... Starting materials: COC(=O)C1CN(S(=O)(=O)c2ccc3c(c2)C(C(=O)OCc2ccc([N+](=O)[O-])cc2)CC3)CCN1c1ccc(C(F)(F)F)cn1, CCO, C1=CCCC=C1. Yields the product COC(=O)C1CN(S(=O)(=O)c2ccc3c(c2)C(C(=O)O)CC3)CCN1c1ccc(C(F)(F)F)cn1. Reaction SMILES: [CH3:1][O:2][C:3](=[O:4])[CH:5]1[N:6]([c:36]2[n:37][cH:38][c:39]([C:42]([F:43])([F:44])[F:45])[cH:40][cH:41]2)[CH2:7][CH2:8][N:9]([S:11](=[O:12])(=[O:13])[c:14]2[cH:15][c:16]3[c:20]([cH:21][cH:22]2)[CH2:19][CH2:18][CH:17]3[C:23](=[O:24])[O:25][CH2:26][c:27]2[cH:28][cH:29][c:30]([N+:31]([O-:32])=[O:33])[cH:34][cH:35]2)[CH2:10]1.[CH3:52][CH2:53][OH:54].[CH:46]1=[CH:51][CH:50]=[CH:49][CH2:48][CH2:47]1>>[CH3:1][O:2][C:3](=[O:4])[CH:5]1[N:6]([c:36]2[n:37][cH:38][c:39]([C:42]([F:43])([F:44])[F:45])[cH:40][cH:41]2)[CH2:7][CH2:8][N:9]([S:11](=[O:12])(=[O:13])[c:14]2[cH:15][c:16]3[c:20]([cH:21][cH:22]2)[CH2:19][CH2:18][CH:17]3[C:23](=[O:24])[OH:25])[CH2:10]1. The yield is 77.2%. Solvent: CCOC(=O)C (EtOAc), CN(C)C=O (DMF). Product: BrC=1C=C2C=CC(=C(C2=CC1)CN1C2=C(N([C@H]([C@@H](C1=O)NC(OC(C)(C)C)=O)C)C(CS(=O)(=O)C)=O)C=CC=C2)OC (tert-butyl(3S,4S)-1-((6-bromo-2-methoxynaphthalen-1-yl)methyl)-4-methyl-5-(2-(methylsulfonyl)acetyl)-2-oxo-2,3,4,5-tetrahydro-1H-benzo[b][1,4]diazepin-3-ylcarbamate). Reaction SMILES: [CH3:1][C@@H:2]1[N:8]([C:9](=[O:15])[CH2:10][S:11]([CH3:14])(=[O:13])=[O:12])[C:7]2[CH:16]=[CH:17][CH:18]=[CH:19][C:6]=2[NH:5][C:4](=[O:20])[C@H:3]1[NH:21][C:22](=[O:28])[O:23][C:24]([CH3:27])([CH3:26])[CH3:25].[Br:29][C:30]1[CH:31]=[C:32]2[C:37](=[CH:38][CH:39]=1)[C:36]([CH2:40]Cl)=[C:35]([O:42][CH3:43])[CH:34]=[CH:33]2.C(=O)([O-])[O-].[Cs+].[Cs+].[I-].[Na+]>CN(C=O)C.CCOC(C)=O>[Br:29][C:30]1[CH:31]=[C:32]2[C:37](=[CH:38][CH:39]=1)[C:36]([CH2:40][N:5]1[C:4](=[O:20])[C@@H:3]([NH:21][C:22](=[O:28])[O:23][C:24]([CH3:27])([CH3:26])[CH3:25])[C@H:2]([CH3:1])[N:8]([C:9](=[O:15])[CH2:10][S:11]([CH3:14])(=[O:13])=[O:12])[C:7]3[CH:16]=[CH:17][CH:18]=[CH:19][C:6]1=3)=[C:35]([O:42][CH3:43])[CH:34]=[CH:33]2 |f:2.3.4,5.6|. Procedure details: To a rt solution of tert-butyl(2S,3S)-2-methyl-1-(2-(methylsulfonyl)acetyl)-4-oxo-2,3,4,5-tetrahydro-1H-benzo[b][1,4]diazepin-3-ylcarbamate (60.3 mg, 147 μmol) in DMF (366 μl) was added 6-bromo-1-(chloromethyl)-2-methoxynaphthalene (50.2 mg, 176 μmol), cesium carbonate (62.1 mg, 191 μmol), and sodium iodide (28.6 mg, 191 μmol). The reaction was stirred at rt for 4 h, then diluted with EtOAc (30 mL), washed with H2O (30 mL) and sat. aq. NaCl (30 mL), dried over Na2SO4, filtered, and concentrated.... Reactants: C[C@H]1[C@@H](C(NC2=C(N1C(CS(=O)(=O)C)=O)C=CC=C2)=O)NC(OC(C)(C)C)=O (tert-butyl(2S,3S)-2-methyl-1-(2-(methylsulfonyl)acetyl)-4-oxo-2,3,4,5-tetrahydro-1H-benzo[b][1,4]diazepin-3-ylcarbamate), BrC=1C=C2C=CC(=C(C2=CC1)CCl)OC (6-bromo-1-(chloromethyl)-2-methoxynaphthalene), C([O-])([O-])=O.[Cs+].[Cs+] (cesium carbonate), [I-].[Na+] (sodium iodide). Conditions: time 4 hour.